From a dataset of the Open Reaction Database (ORD), a public repository of structured organic reaction records. describe an organic reaction: reactants, conditions, products, and yield Reported procedure: To a solution of (3S,5R,6S)-3-allyl-5-(3-chloro-5-fluorophenyl)-6-(4-chlorophenyl)-3-methyl-1-((S)-1-(methylsulfonyl)butan-2-yl)piperidin-2-one (Example 395, Step B, 58 mg, 0.110 mmol) in acetonitrile (1.0 mL), EtOAc (1.0 mL), and water (1.5 mL) was added ruthenium(III) chloride hydrate (0.55 mg, 2.42 μmol) and sodium periodate (144 mg, 0.672 mmol). After 2 hours, the mixture was partitioned between water and EtOAc. The organic layer was washed with brine, dried over Na2SO4, filtered and the fil... Reactants: C(C=C)[C@@]1(C(N([C@@H]([C@H](C1)C1=CC(=CC(=C1)F)Cl)C1=CC=C(C=C1)Cl)[C@H](CS(=O)(=O)C)CC)=O)C ((3S,5R,6S)-3-Allyl-5-(3-chloro-5-fluorophenyl)-6-(4-chlorophenyl)-3-methyl-1-((S)-1-(methylsulfonyl)butan-2-yl)piperidin-2-one), O (water), I(=O)(=O)(=O)[O-].[Na+] (sodium periodate), CCOC(=O)C (EtOAc). Reagents/catalysts: O.[Ru](Cl)(Cl)Cl (ruthenium(III) chloride hydrate). Conditions: time 2 hour. The product is ClC=1C=C(C=C(C1)F)[C@H]1C[C@](C(N([C@@H]1C1=CC=C(C=C1)Cl)[C@H](CS(=O)(=O)C)CC)=O)(C)CC(=O)O (2-((3R,5R,6S)-5-(3-Chloro-5-fluorophenyl)-6-(4-chlorophenyl)-3-methyl-1-((S)-1-(methylsulfonyl)butan-2-yl)-2-oxopiperidin-3-yl)acetic acid). Reaction SMILES: [CH2:1]([C@@:4]1(C)[CH2:9][C@H:8]([C:10]2[CH:15]=[C:14]([F:16])[CH:13]=[C:12]([Cl:17])[CH:11]=2)[C@@H:7]([C:18]2[CH:23]=[CH:22][C:21]([Cl:24])=[CH:20][CH:19]=2)[N:6]([C@@H:25]([CH2:31][CH3:32])[CH2:26][S:27]([CH3:30])(=[O:29])=[O:28])[C:5]1=[O:33])C=C.O.I([O-])(=O)(=O)=O.[Na+].CC[O:44][C:45]([CH3:47])=[O:46]>C(#N)C.O.[Ru](Cl)(Cl)Cl>[Cl:17][C:12]1[CH:11]=[C:10]([C@@H:8]2[C@@H:7]([C:18]3[CH:19]=[CH:20][C:21]([Cl:24])=[CH:22][CH:23]=3)[N:6]([C@@H:25]([CH2:31][CH3:32])[CH2:26][S:27]([CH3:30])(=[O:28])=[O:29])[C:5](=[O:33])[C@:4]([CH2:47][C:45]([OH:44])=[O:46])([CH3:1])[CH2:9]2)[CH:15]=[C:14]([F:16])[CH:13]=1 |f:2.3,6.7|. Run in C(C)#N (acetonitrile). Reactants: C1=C(C=CC=2C(C3=C(C=CC21)C=CC=C3)=O)C(C#N)C (2-(5H-dibenzo[a,d]cyclohepten-5-on-2-yl)propionitrile), O.C1(=CC=C(C=C1)S(=O)(=O)O)C (p-toluenesulfonic acid monohydrate), CO (methanol), O (water). Run in CCOCC (ether). Product: COC(C(C)C1=CC2=C(C(C3=C(C=C2)C=CC=C3)=O)C=C1)=O (2-(5H-dibenzo[a,d]cyclohepten-5-on-2-yl)propionic acid methyl ester). The yield is 75.0%. RXN SMILES: [CH:1]1[C:11]2[CH:10]=[CH:9][C:8]3[CH:12]=[CH:13][CH:14]=[CH:15][C:7]=3C(=O)[C:5]=2[CH:4]=[CH:3][C:2]=1[CH:17]([CH3:20])[C:18]#N.[OH2:21].[C:22]1(C)C=CC(S(O)(=O)=O)=CC=1.[CH3:33][OH:34].[OH2:35]>CCOCC>[CH3:22][O:21][C:18](=[O:35])[CH:17]([C:2]1[CH:3]=[CH:4][C:5]2[C:33](=[O:34])[C:12]3[CH:13]=[CH:14][CH:15]=[CH:7][C:8]=3[CH:9]=[CH:10][C:11]=2[CH:1]=1)[CH3:20] |f:1.2|. Reported procedure: 1.29 Gm. of 2-(5H-dibenzo[a,d]cyclohepten-5-on-2-yl)propionitrile and 0.85 gm. of p-toluenesulfonic acid monohydrate are refluxed for 6 hours in 25 ml. of methanol. The solution is cooled and added to water and ether. The ethereal solution is washed, dried and evaporated to give a 75% yield of 2-(5H-dibenzo[a,d]cyclohepten-5-on-2-yl)propionic acid methyl ester as an oil which slowly crystallized, m.p. 37°-39° C., NMR: δCDCl3 1.55(d), 3.67(s), 3.83(g), 7.04(s) ppm. Use of 2-(5H-dibenzo[a,d]cycloh... Yield: 11.6%. Starting materials: C(=C)OCCONC(=O)C1=C(C=2N(C=C1)C=NC2)NC2=C(C=C(C=C2)C2CCC2)F (8-(4-Cyclobutyl-2-fluoro-phenylamino)-imidazo[1,5-a]pyridine-7-carboxylic acid (2-vinyloxy-ethoxy)-amide), Cl (HCl). Solvent: CO (methanol). Procedure details: 8-(4-Cyclobutyl-2-fluoro-phenylamino)-imidazo[1,5-a]pyridine-7-carboxylic acid (2-vinyloxy-ethoxy)-amide (149 mg, 0.36 mmol) was dissolved in methanol (2 mL) and treated with 1M HCl (1.5 mL). The reaction mixture was stirred at room temperature for 2 hours. The solvents were removed in vacuo and the residue was purified by preparative HPLC (Gemini 5 micron C18 250×21.20 mm column, 0.1% formic acid, gradient acetonitrile/water, 5 to 98%, ramp time 20 minutes) to afford the title compound as a yel... Reaction conditions: time 2 hour. Product: OCCONC(=O)C1=C(C=2N(C=C1)C=NC2)NC2=C(C=C(C=C2)C2CCC2)F (8-(4-Cyclobutyl-2-fluoro-phenylamino)-imidazo[1,5-a]pyridine-7-carboxylic acid (2-hydroxy-ethoxy)-amide). RXN SMILES: C([O:3][CH2:4][CH2:5][O:6][NH:7][C:8]([C:10]1[CH:15]=[CH:14][N:13]2[CH:16]=[N:17][CH:18]=[C:12]2[C:11]=1[NH:19][C:20]1[CH:25]=[CH:24][C:23]([CH:26]2[CH2:29][CH2:28][CH2:27]2)=[CH:22][C:21]=1[F:30])=[O:9])=C.Cl>CO>[OH:3][CH2:4][CH2:5][O:6][NH:7][C:8]([C:10]1[CH:15]=[CH:14][N:13]2[CH:16]=[N:17][CH:18]=[C:12]2[C:11]=1[NH:19][C:20]1[CH:25]=[CH:24][C:23]([CH:26]2[CH2:29][CH2:28][CH2:27]2)=[CH:22][C:21]=1[F:30])=[O:9]. The reactants are C(C)(=O)OCC (ethyl acetate), [K].[N+](=O)([O-])C=1NC=CN1 (2-nitro-1H-imidazole potassium salt), CS(=O)(=O)OCCC(CC)CC (3-ethylpentyl methanesulfonate), C1COCCOCCOCCOCCOCCO1 (18-crown-6). Solvent: O (water), C(C)#N (acetonitrile). Yields the product C(C)C(CCN1C(=NC=C1)[N+](=O)[O-])CC (1-(3-Ethylpentyl)-2-nitro-1H-imidazole). Isolated yield 87.6%. Reaction SMILES: [K].[N+:2]([C:5]1[NH:6][CH:7]=[CH:8][N:9]=1)([O-:4])=[O:3].CS(O[CH2:15][CH2:16][CH:17]([CH2:20][CH3:21])[CH2:18][CH3:19])(=O)=O.C1OCCOCCOCCOCCOCCOC1.C(OCC)(=O)C>C(#N)C.O>[CH2:16]([CH:17]([CH2:20][CH3:21])[CH2:18][CH2:19][N:6]1[CH:7]=[CH:8][N:9]=[C:5]1[N+:2]([O-:4])=[O:3])[CH3:15] |f:0.1,^1:0|. Procedure: A solution of 2-nitro-1H-imidazole potassium salt (300 mg, 2.0 mmol), 3-ethylpentyl methanesulfonate (463 mg, 2.4 mmol) and 18-crown-6 (1.1 g, 4.2 mmol) in acetonitrile (10 ml) was heated at 80° C. for 6 hours. After cooling to room temperature, ethyl acetate and water were added and the organic layer was separated off. After washing with water and brine, drying was performed with anhydrous sodium sulfate and the solvent was distilled off under reduced pressure. The residue was purified by silic... The reactants are C1CCOC1, Cc1ccc(CCNC(=O)c2ccc(F)cc2)o1, [H-], CI, [Na+]. Yields the product Cc1ccc(CCN(C)C(=O)c2ccc(F)cc2)o1. Reaction SMILES: [CH2:23]1[O:24][CH2:25][CH2:26][CH2:27]1.[F:3][c:4]1[cH:5][cH:6][c:7]([C:8](=[O:9])[NH:10][CH2:11][CH2:12][c:13]2[o:14][c:15]([CH3:18])[cH:16][cH:17]2)[cH:19][cH:20]1.[H-:2].[I:21][CH3:22].[Na+:1]>>[F:3][c:4]1[cH:5][cH:6][c:7]([C:8](=[O:9])[N:10]([CH2:11][CH2:12][c:13]2[o:14][c:15]([CH3:18])[cH:16][cH:17]2)[CH3:22])[cH:19][cH:20]1. Starting materials: CC1N=C(c2ccccc2)c2cc(C#CCCCC(=O)O)ccc2N(C)C1=O, CN1C(=O)CN=C(c2ccccc2)c2cc(I)ccc21. The product is CN1C(=O)CN=C(c2ccccc2)c2cc(C#CCCCC(=O)O)ccc21. RXN SMILES: [CH3:1][N:2]1[C:3](=[O:28])[CH:4]([CH3:27])[N:5]=[C:6]([c:21]2[cH:22][cH:23][cH:24][cH:25][cH:26]2)[c:7]2[c:8]1[cH:9][cH:10][c:11]([C:13]#[C:14][CH2:15][CH2:16][CH2:17][C:18](=[O:19])[OH:20])[cH:12]2.[I:29][c:30]1[cH:31][cH:32][c:33]2[c:47]([cH:48]1)[C:40]([c:41]1[cH:42][cH:43][cH:44][cH:45][cH:46]1)=[N:39][CH2:38][C:36](=[O:37])[N:34]2[CH3:35]>>[CH3:1][N:2]1[C:3](=[O:28])[CH2:4][N:5]=[C:6]([c:21]2[cH:22][cH:23][cH:24][cH:25][cH:26]2)[c:7]2[c:8]1[cH:9][cH:10][c:11]([C:13]#[C:14][CH2:15][CH2:16][CH2:17][C:18](=[O:19])[OH:20])[cH:12]2. The reactants are N1=CC=CC=C1 (pyridine), CO (methanol), ClS(=O)(=O)C=1C=C(C(=O)Cl)C=CC1 (3-(chlorosulfonyl)benzoyl chloride). Solvent: ClCCl (dichloromethane). Reaction conditions: time 2 hour. The product is ClS(=O)(=O)C=1C=C(C(=O)OC)C=CC1 (Methyl 3-(chlorosulfonyl)benzoate). Yield: 92.6%. Reaction SMILES: [Cl:1][S:2]([C:5]1[CH:6]=[C:7]([CH:11]=[CH:12][CH:13]=1)[C:8](Cl)=[O:9])(=[O:4])=[O:3].N1C=CC=CC=1.[CH3:20][OH:21]>ClCCl>[Cl:1][S:2]([C:5]1[CH:6]=[C:7]([CH:11]=[CH:12][CH:13]=1)[C:8]([O:21][CH3:20])=[O:9])(=[O:4])=[O:3]. Reported procedure: A solution (20 mL) of 3-(chlorosulfonyl)benzoyl chloride (2.4 g) in dichloromethane was cooled to 0° C., and pyridine (791 mg) and methanol (320 mg) were added. The reaction mixture was stirred at room temperature for 2 hr, and the solvent was evaporated under reduced pressure. The residue was filtrated, washed with a mixed solvent of ethyl acetate and isopropyl ether, and the filtrate was concentrated under reduced pressure. The residue was purified by silica gel column chromatography (eluent: ...